Dataset: the Open Reaction Database (ORD), a public repository of structured organic reaction records. Task: describe an organic reaction: reactants, conditions, products, and yield Starting materials: OC(C(=O)O)C(CC1=CC=CC=C1)NC(C1=C(N=CC=C1)N1N=C(C=C1)C1=CC=CC=C1)=O (2-hydroxy-4-phenyl-3-(2-(3-phenyl-1H-pyrazol-1-yl)nicotinamido)butanoic acid), CN (methylamine). The product is OC(C(CC1=CC=CC=C1)NC(C1=C(N=CC=C1)N1N=C(C=C1)C1=CC=CC=C1)=O)C(=O)NC (N-(3-Hydroxy-4-(methylamino)-4-oxo-1-phenylbutan-2-yl)-2-(3-phenyl-1H-pyrazol-1-yl)nicotinamide). RXN SMILES: [OH:1][CH:2]([CH:6]([NH:14][C:15](=[O:33])[C:16]1[CH:21]=[CH:20][CH:19]=[N:18][C:17]=1[N:22]1[CH:26]=[CH:25][C:24]([C:27]2[CH:32]=[CH:31][CH:30]=[CH:29][CH:28]=2)=[N:23]1)[CH2:7][C:8]1[CH:13]=[CH:12][CH:11]=[CH:10][CH:9]=1)[C:3]([OH:5])=O.[CH3:34][NH2:35]>>[OH:1][CH:2]([C:3]([NH:35][CH3:34])=[O:5])[CH:6]([NH:14][C:15](=[O:33])[C:16]1[CH:21]=[CH:20][CH:19]=[N:18][C:17]=1[N:22]1[CH:26]=[CH:25][C:24]([C:27]2[CH:28]=[CH:29][CH:30]=[CH:31][CH:32]=2)=[N:23]1)[CH2:7][C:8]1[CH:13]=[CH:12][CH:11]=[CH:10][CH:9]=1. Procedure details: The reaction was carried out in analogy to reaction step 1.3 by reacting 2-hydroxy-4-phenyl-3-(2-(3-phenyl-1H-pyrazol-1-yl)nicotinamido)butanoic acid with methylamine; ESI-MS [M+H]+: 456.2